From a dataset of the Open Reaction Database (ORD), a public repository of structured organic reaction records. describe an organic reaction: reactants, conditions, products, and yield The reactants are CC(C)c1ccc2c(c1)c(SC(C)(C)C)c(CC(C)(C)C(=O)O)n2Cc1ccc(Cl)cc1, O=C(Cl)C(=O)Cl, ClCCl, CN(C)C=O. Product: CC(C)c1ccc2c(c1)c(SC(C)(C)C)c(CC(C)(C)C(=O)Cl)n2Cc1ccc(Cl)cc1. As a reaction SMILES: [C:1]([CH3:2])([CH3:3])([CH3:4])[S:5][c:6]1[c:7]([CH2:26][C:27]([C:28](=[O:29])[OH:30])([CH3:31])[CH3:32])[n:8]([CH2:18][c:19]2[cH:20][cH:21][c:22]([Cl:25])[cH:23][cH:24]2)[c:9]2[cH:10][cH:11][c:12]([CH:15]([CH3:16])[CH3:17])[cH:13][c:14]12.[Cl:33][C:34]([C:35]([Cl:36])=[O:37])=[O:38].[Cl:44][CH2:45][Cl:46].[O:39]=[CH:40][N:41]([CH3:42])[CH3:43]>>[C:1]([CH3:2])([CH3:3])([CH3:4])[S:5][c:6]1[c:7]([CH2:26][C:27]([C:28](=[O:29])[Cl:33])([CH3:31])[CH3:32])[n:8]([CH2:18][c:19]2[cH:20][cH:21][c:22]([Cl:25])[cH:23][cH:24]2)[c:9]2[cH:10][cH:11][c:12]([CH:15]([CH3:16])[CH3:17])[cH:13][c:14]12.